This data is from the Open Reaction Database (ORD), a public repository of structured organic reaction records. The task is: describe an organic reaction: reactants, conditions, products, and yield Reactants: COc1cc2cc3c(=O)c(C#N)c[nH]c3cc2cc1OCc1ccccc1, CN(C)C=O. Yields the product COc1cc2cc3c(=O)c(C#N)c[nH]c3cc2cc1O. Reaction SMILES: [CH2:1]([c:2]1[cH:3][cH:4][cH:5][cH:6][cH:7]1)[O:8][c:9]1[cH:10][c:11]2[c:12]([cH:13][c:14]3[c:15](=[O:23])[c:16]([C:21]#[N:22])[cH:17][nH:18][c:19]3[cH:20]2)[cH:24][c:25]1[O:26][CH3:27].[O:28]=[CH:29][N:30]([CH3:31])[CH3:32]>>[OH:8][c:9]1[cH:10][c:11]2[c:12]([cH:13][c:14]3[c:15](=[O:23])[c:16]([C:21]#[N:22])[cH:17][nH:18][c:19]3[cH:20]2)[cH:24][c:25]1[O:26][CH3:27]. The reactants are C#CCOc1ccc(N)cc1, CO, CCOC(C)=O, Fc1cnc(Cl)nc1Cl, O. Product: C#CCOc1ccc(Nc2nc(Cl)ncc2F)cc1. RXN SMILES: [CH2:1]([C:2]#[CH:3])[O:4][c:5]1[cH:6][cH:7][c:8]([NH2:9])[cH:10][cH:11]1.[CH3:21][OH:22].[CH3:24][CH2:25][O:26][C:27]([CH3:28])=[O:29].[Cl:12][c:13]1[n:14][cH:15][c:16]([F:20])[c:17]([Cl:19])[n:18]1.[OH2:23]>>[CH2:1]([C:2]#[CH:3])[O:4][c:5]1[cH:6][cH:7][c:8]([NH:9][c:17]2[c:16]([F:20])[cH:15][n:14][c:13]([Cl:12])[n:18]2)[cH:10][cH:11]1. Starting materials: ClC=1C(=CC2=C(NC(NS2(=O)=O)=O)C1)S(N)(=O)=O (6-chloro-2,3-dihydro-3-oxo-7-sulfamoyl-1,2,4-benzothiadiazine 1,1-dioxide), Cl.CC(C(C)C)N (1,2-dimethylpropylamine hydrochloride). The product is ClC=1C(=CC2=C(NC(=NS2(=O)=O)NC(C(C)C)C)C1)S(N)(=O)=O (6-Chloro-3-(1,2-dimethylpropyl)amino-7-sulfamoyl-4H-1,2,4-benzothiadiazine 1,1-dioxide), pure product. Yield: 2.4%. RXN SMILES: [Cl:1][C:2]1[C:3]([S:15](=[O:18])(=[O:17])[NH2:16])=[CH:4][C:5]2[S:10](=[O:12])(=[O:11])[NH:9][C:8](=O)[NH:7][C:6]=2[CH:14]=1.Cl.[CH3:20][CH:21]([NH2:25])[CH:22]([CH3:24])[CH3:23]>>[Cl:1][C:2]1[C:3]([S:15](=[O:18])(=[O:17])[NH2:16])=[CH:4][C:5]2[S:10](=[O:12])(=[O:11])[N:9]=[C:8]([NH:25][CH:21]([CH3:20])[CH:22]([CH3:24])[CH3:23])[NH:7][C:6]=2[CH:14]=1 |f:1.2|. Procedure details: The title compound was prepared from 6-chloro-2,3-dihydro-3-oxo-7-sulfamoyl-1,2,4-benzothiadiazine 1,1-dioxide (4.94 g, 15.84 mmol) and 1,2-dimethylpropylamine hydrochloride (8.0 g, 65.0 mmol) by a method analogous to the method described in example 37, except that the product was purified by column chromatography affording 143 mg (2.4%) of pure product; m.p. (DSC) 244° C. (methanol); 1H-NMR (DMSO-d6): δ 0.90 (dd, 6H, CH(CH3)2), 1.11 (d, 3H, NCHCH3), 1.76 (m, 1H, CH(CH3)2), 3.71 (m, 1H, NHCH), 7... Reactants: FC(S(=O)(=O)OS(=O)(=O)C(F)(F)F)(F)F (Trifluoromethanesulfonic anhydride), ice, Cl (hydrochloric acid), BrC1=CC(=C(C(=C1)C)O)C (4-bromo-2,6-dimethylphenol), N1=CC=CC=C1 (pyridine). The solvent is C(C)(=O)OCC (ethyl acetate), C(Cl)Cl (methylene chloride). Yields the product FC(S(=O)(=O)OC1=C(C=C(C=C1C)Br)C)(F)F (4-bromo-2,6-dimethylphenyl trifluoromethanesulfonate). RXN SMILES: [F:1][C:2]([F:15])([F:14])[S:3]([O:6]S(C(F)(F)F)(=O)=O)(=[O:5])=[O:4].[Br:16][C:17]1[CH:22]=[C:21]([CH3:23])[C:20](O)=[C:19]([CH3:25])[CH:18]=1.N1C=CC=CC=1.Cl>C(Cl)Cl.C(OCC)(=O)C>[F:1][C:2]([F:15])([F:14])[S:3]([O:6][C:20]1[C:21]([CH3:23])=[CH:22][C:17]([Br:16])=[CH:18][C:19]=1[CH3:25])(=[O:5])=[O:4]. Procedure details: Trifluoromethanesulfonic anhydride (1.004 mL) was added to an ice-cooled mixture of 4-bromo-2,6-dimethylphenol (1.00 g) and pyridine (0.482 mL) in methylene chloride (5 mL) with stirring. After being stirred for 10 minutes, the reaction mixture was poured into a mixture of 1 mol/L hydrochloric acid and ethyl acetate. The organic layer was separated, washed with water and brine, and dried over anhydrous magnesium sulfate. The solvent was evaporated under reduced pressure, and the residue was puri... Starting materials: CC(=O)OC(C)=O, OCc1nnc2n1-c1sc(Cl)cc1C(c1ccccc1Cl)=NC2, c1ccncc1. Yields the product CC(=O)OCc1nnc2n1-c1sc(Cl)cc1C(c1ccccc1Cl)=NC2. As a reaction SMILES: [CH3:24][C:25](=[O:26])[O:27][C:28](=[O:29])[CH3:30].[Cl:1][c:2]1[cH:3][c:4]2[c:10]([s:11]1)-[n:9]1[c:8]([n:14][n:13][c:12]1[CH2:15][OH:16])[CH2:7][N:6]=[C:5]2[c:17]1[c:18]([Cl:23])[cH:19][cH:20][cH:21][cH:22]1.[cH:31]1[cH:32][cH:33][n:34][cH:35][cH:36]1>>[Cl:1][c:2]1[cH:3][c:4]2[c:10]([s:11]1)-[n:9]1[c:8]([n:14][n:13][c:12]1[CH2:15][O:16][C:25]([CH3:24])=[O:26])[CH2:7][N:6]=[C:5]2[c:17]1[c:18]([Cl:23])[cH:19][cH:20][cH:21][cH:22]1. Reactants: CCO, CCOC(=O)c1cnc(Cl)cc1Cl, Cl, Nc1ccc2ccccc2c1. The product is CCOC(=O)c1cnc(Cl)cc1Nc1ccc2ccccc2c1. RXN SMILES: [CH3:26][CH2:27][OH:28].[Cl:12][c:13]1[cH:14][c:15]([Cl:24])[n:16][cH:17][c:18]1[C:19](=[O:20])[O:21][CH2:22][CH3:23].[ClH:25].[NH2:1][c:2]1[cH:3][cH:4][c:5]2[cH:6][cH:7][cH:8][cH:9][c:10]2[cH:11]1>>[NH:1]([c:2]1[cH:3][cH:4][c:5]2[cH:6][cH:7][cH:8][cH:9][c:10]2[cH:11]1)[c:13]1[cH:14][c:15]([Cl:24])[n:16][cH:17][c:18]1[C:19](=[O:20])[O:21][CH2:22][CH3:23]. Starting materials: BrCCc1ccccc1, CC(C)CC(C(=O)NN(CCc1ccccc1)S(C)(=O)=O)C(CC=Cc1ccccc1)C(=O)NOC1CCCCO1, CC(C)CC(C(=O)NNS(C)(=O)=O)C(CC=Cc1ccccc1)C(=O)NOC1CCCCO1. The product is CC(C)CC(C(=O)NN(CCc1ccccc1)S(C)(=O)=O)C(CC=Cc1ccccc1)C(=O)NO. RXN SMILES: [Br:75][CH2:76][CH2:77][c:78]1[cH:79][cH:80][cH:81][cH:82][cH:83]1.[O:1]1[CH2:2][CH2:3][CH2:4][CH2:5][CH:6]1[O:7][NH:8][C:9](=[O:10])[CH:11]([CH2:12][CH:13]=[CH:14][c:15]1[cH:16][cH:17][cH:18][cH:19][cH:20]1)[CH:21]([C:22](=[O:23])[NH:24][N:25]([CH2:26][CH2:27][c:28]1[cH:29][cH:30][cH:31][cH:32][cH:33]1)[S:34](=[O:35])(=[O:36])[CH3:37])[CH2:38][CH:39]([CH3:40])[CH3:41].[O:42]1[CH2:43][CH2:44][CH2:45][CH2:46][CH:47]1[O:48][NH:49][C:50]([CH:51]([CH:52]([CH2:53][CH:54]([CH3:55])[CH3:56])[C:57]([NH:58][NH:59][S:60]([CH3:61])(=[O:62])=[O:63])=[O:64])[CH2:65][CH:66]=[CH:67][c:68]1[cH:69][cH:70][cH:71][cH:72][cH:73]1)=[O:74]>>[OH:7][NH:8][C:9](=[O:10])[CH:11]([CH2:12][CH:13]=[CH:14][c:15]1[cH:16][cH:17][cH:18][cH:19][cH:20]1)[CH:21]([C:22](=[O:23])[NH:24][N:25]([CH2:26][CH2:27][c:28]1[cH:29][cH:30][cH:31][cH:32][cH:33]1)[S:34](=[O:35])(=[O:36])[CH3:37])[CH2:38][CH:39]([CH3:40])[CH3:41]. Reactants: CN1C=CC2=CC(=CC=C12)C#N (1-methyl-1H-indole-5-carbonitrile). The reagents and catalysts are [Ni] (Ni). Solvent: N (ammonia), CO (MeOH). Reaction conditions: time 18 hour. The product is CN1C=CC2=CC(=CC=C12)CN ((1-methyl-1H-indol-5-yl)methanamine). Isolated yield 97.5%. As a reaction SMILES: [CH3:1][N:2]1[C:10]2[C:5](=[CH:6][C:7]([C:11]#[N:12])=[CH:8][CH:9]=2)[CH:4]=[CH:3]1>N.CO.[Ni]>[CH3:1][N:2]1[C:10]2[C:5](=[CH:6][C:7]([CH2:11][NH2:12])=[CH:8][CH:9]=2)[CH:4]=[CH:3]1. Procedure: To a solution of 294 (800 mg, 5.12 mmol) in 7M ammonia in MeOH (50 mL) was added Raney Ni (2.0 g) and the reaction mixture was stirred vigorously under H2 (1 atm.) atmosphere at RT for 18 h. The reaction mixture was filtered through a pad of Celite® and concentrated in vacuo to afford 800 mg of (1-methyl-1H-indol-5-yl)methanamine (296) as yellow oil: MS (ESI) m/z=144.3 [M-NH2]+. The reactants are [Br-], COc1ccccc1Br, COc1ccccc1[Mg+], [Cl-], [Mg], CSc1nn(-c2c(Cl)cc(Cl)cc2Cl)c(N)c1C#N, [NH4+]. The product is COc1ccccc1C(=O)c1c(SC)nn(-c2c(Cl)cc(Cl)cc2Cl)c1N. As a reaction SMILES: [Br-:1].[Br:11][c:12]1[cH:13][cH:14][cH:15][cH:16][c:17]1[O:18][CH3:19].[CH3:2][O:3][c:4]1[c:5]([Mg+:10])[cH:6][cH:7][cH:8][cH:9]1.[Cl-:40].[Mg:20].[NH2:21][c:22]1[c:23]([C:38]#[N:39])[c:24]([S:36][CH3:37])[n:25][n:26]1-[c:27]1[c:28]([Cl:35])[cH:29][c:30]([Cl:34])[cH:31][c:32]1[Cl:33].[NH4+:41]>>[CH3:2][O:3][c:4]1[c:5]([C:38](=[O:18])[c:23]2[c:22]([NH2:21])[n:26](-[c:27]3[c:28]([Cl:35])[cH:29][c:30]([Cl:34])[cH:31][c:32]3[Cl:33])[n:25][c:24]2[S:36][CH3:37])[cH:6][cH:7][cH:8][cH:9]1. The product is C(C)C1=CC(=C(OC2=C(C=C(C(=O)O)C=C2)F)C=C1F)OC (4-(4-Ethyl-5-fluoro-2-methoxyphenoxy)-3-fluorobenzoic acid). Reaction conditions: temperature 70 celsius, time 8 hour. Starting materials: C(C)C1=CC(=C(OC2=C(C=C(C#N)C=C2)F)C=C1F)OC (4-(4-Ethyl-5-fluoro-2-methoxyphenoxy)-3-fluorobenzonitrile), [OH-].[Na+] (NaOH), CO (methanol), Cl (HCl). Solvent: C(C)(=O)OCC (ethyl acetate), O (water). Procedure: To a solution of 4-(4-ethyl-5-fluoro-2-methoxyphenoxy)-3-fluorobenzonitrile (420 mg, 1.45 mmol; which may be prepared as described in D1) in methanol (15 mL) was added an aqueous solution of 6N NaOH (7.3 mL, 43.6 mmol). The reaction mixture was heated to reflux (70° C.) and stirred overnight. After cooling with an ice bath, concentrated HCl (3.7 mL) was added slowly. The mixture was diluted with ethyl acetate and water. The aqueous layer was separated and extracted twice with ethyl acetate. The ... As a reaction SMILES: [CH2:1]([C:3]1[C:18]([F:19])=[CH:17][C:6]([O:7][C:8]2[CH:15]=[CH:14][C:11]([C:12]#N)=[CH:10][C:9]=2[F:16])=[C:5]([O:20][CH3:21])[CH:4]=1)[CH3:2].[OH-:22].[Na+].Cl.C[OH:26]>C(OCC)(=O)C.O>[CH2:1]([C:3]1[C:18]([F:19])=[CH:17][C:6]([O:7][C:8]2[CH:15]=[CH:14][C:11]([C:12]([OH:26])=[O:22])=[CH:10][C:9]=2[F:16])=[C:5]([O:20][CH3:21])[CH:4]=1)[CH3:2] |f:1.2|.